Dataset: the Open Reaction Database (ORD), a public repository of structured organic reaction records. Task: describe an organic reaction: reactants, conditions, products, and yield Yields the product Cc1ccc(S(=O)(=O)OCC(C)(C)NC(=O)OC(C)(C)C)cc1. RXN SMILES: [C:1]([CH3:2])([CH3:3])([CH3:4])[O:5][C:6](=[O:7])[NH:8][C:9]([CH2:10][OH:11])([CH3:12])[CH3:13].[CH3:27][CH2:28][O:29][CH2:30][CH3:31].[Na+:15].[OH-:14].[c:16]1([CH3:26])[cH:17][cH:18][c:19]([S:22](=[O:23])(=[O:24])[Cl:25])[cH:20][cH:21]1>>[C:1]([CH3:2])([CH3:3])([CH3:4])[O:5][C:6](=[O:7])[NH:8][C:9]([CH2:10][O:11][S:22]([c:19]1[cH:18][cH:17][c:16]([CH3:26])[cH:21][cH:20]1)(=[O:23])=[O:24])([CH3:12])[CH3:13]. Starting materials: CC(C)(CO)NC(=O)OC(C)(C)C, CCOCC, [Na+], [OH-], Cc1ccc(S(=O)(=O)Cl)cc1. Starting materials: FC(C=1C=CC2=C(N=C(O2)C2=C(C=NC=C2)O)C1)(F)F (4-[5-(trifluoromethyl)benzoxazole-2-yl]pyridin-3-ol), C([O-])([O-])=O.[K+].[K+] (potassium carbonate), CN(C)C=O (DMF), C1(CCCC1)Br (cyclopentyl bromide), CN(C)C=O (DMF). Solvent: O (water). Reaction conditions: temperature 60 celsius. Yields the product C1(CCCC1)OC=1C=NC=CC1C=1OC2=C(N1)C=C(C=C2)C(F)(F)F (2-(3-cyclopentyloxypyridin-4-yl)-5-(trifluoromethyl)benzoxazole). Isolated yield 83.3%. As a reaction SMILES: [F:1][C:2]([F:20])([F:19])[C:3]1[CH:4]=[CH:5][C:6]2[O:10][C:9]([C:11]3[CH:16]=[CH:15][N:14]=[CH:13][C:12]=3[OH:17])=[N:8][C:7]=2[CH:18]=1.C(=O)([O-])[O-].[K+].[K+].CN(C=O)C.[CH:32]1(Br)[CH2:36][CH2:35][CH2:34][CH2:33]1>O>[CH:32]1([O:17][C:12]2[CH:13]=[N:14][CH:15]=[CH:16][C:11]=2[C:9]2[O:10][C:6]3[CH:5]=[CH:4][C:3]([C:2]([F:19])([F:1])[F:20])=[CH:18][C:7]=3[N:8]=2)[CH2:36][CH2:35][CH2:34][CH2:33]1 |f:1.2.3|. Procedure: To a mixture of 0.28 g of 4-[5-(trifluoromethyl)benzoxazole-2-yl]pyridin-3-ol, 0.28 g of potassium carbonate and 2 ml of DMF, a mixture of 0.29 g of cyclopentyl bromide and 2 ml of DMF was added at room temperature. The reaction mixture was stirred while heating at 60° C. for four hours. The reaction mixture was cooled to room temperature, and then water was added to the reaction mixture, followed by extraction with ethyl acetate twice. The combined organic layers were washed with water and a sa... Reactants: CC[O-], Cc1ccccc1, [Cl-], [Cl-], [K+], [NH4+], [Na+], CCOC(=O)C1CCCc2ccccc2C1=O, COS(=O)(=O)c1ccc(C)cc1. The product is CCOC(=O)C1=C(OC)c2ccccc2CCC1. As a reaction SMILES: [CH3:18][CH2:19][O-:20].[CH3:38][c:39]1[cH:40][cH:41][cH:42][cH:43][cH:44]1.[Cl-:35].[Cl-:36].[K+:21].[NH4+:37].[Na+:34].[O:1]=[C:2]1[CH:3]([C:13](=[O:14])[O:15][CH2:16][CH3:17])[CH2:4][CH2:5][CH2:6][c:7]2[c:8]1[cH:9][cH:10][cH:11][cH:12]2.[c:22]1([CH3:23])[cH:24][cH:25][c:26]([S:27]([O:28][CH3:29])(=[O:30])=[O:31])[cH:32][cH:33]1>>[O:1]([C:2]1=[C:3]([C:13](=[O:14])[O:15][CH2:16][CH3:17])[CH2:4][CH2:5][CH2:6][c:7]2[c:8]1[cH:9][cH:10][cH:11][cH:12]2)[CH3:18]. The reactants are O=C([O-])O, CCOC(C)=O, ClCCl, CC(C)c1nc(C(=O)N2CC(F)(F)OC3(CCN(Cc4cc(CCO)cs4)CC3)C2)cs1, [Na+], [Na+], [Na+], O=C(O)C(F)(F)F, O=S([O-])([O-])=S. Product: CC(C)c1nc(C(=O)N2CC(F)(F)OC3(CCN(Cc4cc(CC=O)cs4)CC3)C2)cs1. As a reaction SMILES: [C:47](=[O:48])([OH:49])[O-:50].[CH3:55][CH2:56][O:57][C:58](=[O:59])[CH3:60].[Cl:52][CH2:53][Cl:54].[F:1][C:2]1([F:32])[O:3][C:4]2([CH2:5][N:6]([C:8](=[O:9])[c:10]3[n:11][c:12]([CH:15]([CH3:16])[CH3:17])[s:13][cH:14]3)[CH2:7]1)[CH2:18][CH2:19][N:20]([CH2:23][c:24]1[s:25][cH:26][c:27]([CH2:29][CH2:30][OH:31])[cH:28]1)[CH2:21][CH2:22]2.[Na+:45].[Na+:46].[Na+:51].[OH:33][C:34]([C:35]([F:36])([F:37])[F:38])=[O:39].[S:40]([O-:41])([O-:42])(=[O:43])=[S:44]>>[F:1][C:2]1([F:32])[O:3][C:4]2([CH2:5][N:6]([C:8](=[O:9])[c:10]3[n:11][c:12]([CH:15]([CH3:16])[CH3:17])[s:13][cH:14]3)[CH2:7]1)[CH2:18][CH2:19][N:20]([CH2:23][c:24]1[s:25][cH:26][c:27]([CH2:29][CH:30]=[O:31])[cH:28]1)[CH2:21][CH2:22]2. Reactants: [OH-].[Na+] (NaOH), CO (methanol), C(C)OC(C(C(C(C)C)P(=O)CSC1=NC2=CC=CC=C2C=C1)(OCC)C)=O (2-(Ethoxy)(quinolin-2-ylthiomethyl)phosphinoyl-methyl-4-methylpentanoic acid ethyl ester), C1CCOC1 (THF). Yields the product OC(C(=O)O)(CC(C)C)CP(=O)CSC1=NC2=CC=CC=C2C=C1 (2-(hydroxy)(quinolin-2-ylthiomethyl)phosphinoylmethyl-4-methylpentanoic acid). RXN SMILES: C([O:3][C:4](=[O:28])[C:5]([CH3:27])([O:24]CC)[CH:6]([PH:10]([CH2:12][S:13][C:14]1[CH:23]=[CH:22][C:21]2[C:16](=[CH:17][CH:18]=[CH:19][CH:20]=2)[N:15]=1)=[O:11])C(C)C)C.[OH-].[Na+].CO.[CH2:33]1[CH2:37]OC[CH2:34]1>>[OH:24][C:5]([CH2:6][PH:10]([CH2:12][S:13][C:14]1[CH:23]=[CH:22][C:21]2[C:16](=[CH:17][CH:18]=[CH:19][CH:20]=2)[N:15]=1)=[O:11])([CH2:27][CH:33]([CH3:37])[CH3:34])[C:4]([OH:3])=[O:28] |f:1.2|. Procedure: 2-(Ethoxy)(quinolin-2-ylthiomethyl)phosphinoyl-methyl-4-methylpentanoic acid ethyl ester (4.5 g) was dissolved in 100 mL THF and 12.5 mL of 2N NaOH was added together with enough methanol to make the solution homogeneous. After 18 hours the THF was removed by evaporation, the residue diluted with 50 mL H2O and washed with 50 mL ethyl acetate. The aqueous phase was then acidified to pH 4, and the product extracted with 50 mL ethyl acetate (2×). The ethyl acetate was washed with 20 mL brine, dried... Reactants: ClC1=CC=C(C=C1)[C@@H]1N=C(N([C@@H]1C1=CC=C(C=C1)Cl)C(=O)N1CCN(CC1)CC(=O)N1CCOCC1)C=1C(=CC(=C(C1)S(=O)(=O)NC(C)(C)C)Cl)OCC (5-{(4S,5R)-4,5-Bis-(4-chloro-phenyl)-1-[4-(2-morpholin-4-yl-2-oxo-ethyl)-piperazine-1-carbonyl]-4,5-dihydro-1H-imidazol-2-yl}-N-tert-butyl-2-chloro-4-ethoxy-benzenesulfonamide), FC(C(=O)O)(F)F (trifluoroacetic acid). Run in C(Cl)Cl (methylene chloride), C([O-])([O-])=O.[K+].[K+] (potassium carbonate). Reaction conditions: temperature 80 celsius. Product: ClC1=CC=C(C=C1)[C@@H]1N=C(N([C@@H]1C1=CC=C(C=C1)Cl)C(=O)N1CCN(CC1)CC(=O)N1CCOCC1)C=1C(=CC(=C(C1)S(=O)(=O)N)Cl)OCC (5-{(4S,5R)-4,5-bis-(4-chloro-phenyl)-1-[4-(2-morpholin-4-yl-2-oxo-ethyl)-piperazine-1-carbonyl]-4,5-dihydro-1H-imidazol-2-yl}-2-chloro-4-ethoxy-benzenesulfonamide), FC(C(=O)[O-])(F)F (trifluoroacetate). RXN SMILES: [Cl:1][C:2]1[CH:7]=[CH:6][C:5]([C@H:8]2[C@@H:12]([C:13]3[CH:18]=[CH:17][C:16]([Cl:19])=[CH:15][CH:14]=3)[N:11]([C:20]([N:22]3[CH2:27][CH2:26][N:25]([CH2:28][C:29]([N:31]4[CH2:36][CH2:35][O:34][CH2:33][CH2:32]4)=[O:30])[CH2:24][CH2:23]3)=[O:21])[C:10]([C:37]3[C:38]([O:52][CH2:53][CH3:54])=[CH:39][C:40]([Cl:51])=[C:41]([S:43]([NH:46]C(C)(C)C)(=[O:45])=[O:44])[CH:42]=3)=[N:9]2)=[CH:4][CH:3]=1.[F:55][C:56]([F:61])([F:60])[C:57]([OH:59])=[O:58]>C(Cl)Cl.C(=O)([O-])[O-].[K+].[K+]>[Cl:1][C:2]1[CH:7]=[CH:6][C:5]([C@H:8]2[C@@H:12]([C:13]3[CH:14]=[CH:15][C:16]([Cl:19])=[CH:17][CH:18]=3)[N:11]([C:20]([N:22]3[CH2:27][CH2:26][N:25]([CH2:28][C:29]([N:31]4[CH2:36][CH2:35][O:34][CH2:33][CH2:32]4)=[O:30])[CH2:24][CH2:23]3)=[O:21])[C:10]([C:37]3[C:38]([O:52][CH2:53][CH3:54])=[CH:39][C:40]([Cl:51])=[C:41]([S:43]([NH2:46])(=[O:45])=[O:44])[CH:42]=3)=[N:9]2)=[CH:4][CH:3]=1.[F:55][C:56]([F:61])([F:60])[C:57]([O-:59])=[O:58] |f:3.4.5|. Procedure details: 5-{(4S,5R)-4,5-Bis-(4-chloro-phenyl)-1-[4-(2-morpholin-4-yl-2-oxo-ethyl)-piperazine-1-carbonyl]-4,5-dihydro-1H-imidazol-2-yl}-N-tert-butyl-2-chloro-4-ethoxy-benzenesulfonamide (˜10 mg) was dissolved in 2 mL of trifluoroacetic acid and heated to 80° C. for 30 min. The reaction mixture was diluted with 2 mL of methylene chloride and 1.5 mL of 10% potassium carbonate solution then agitated. The organic layer was separated and concentrated in vacuo to give 5-{(4S,5R)-4,5-bis-(4-chloro-phenyl)-1-[4-(... Starting materials: COC=1C=C(C=CC1)NC(CC(C1=CC=CC=C1)=O)=O (N-(3-methoxyphenyl)benzoylacetamide), OP(=O)(O)O (o-phosphoric acid). Run in O (H2O), O (H2O). Yields the product COC1=CC=C2C(=CC(NC2=C1)=O)C1=CC=CC=C1 (7-Methoxy-4-phenyl-2-quinolinone), COC1=C2C(=CC(NC2=CC=C1)=O)C1=CC=CC=C1 (5-methoxy-4-phenyl-2-quinolinone). Reaction SMILES: [CH3:1][O:2][C:3]1[CH:4]=[C:5]([NH:9][C:10](=[O:20])[CH2:11][C:12](=O)[C:13]2[CH:18]=[CH:17][CH:16]=[CH:15][CH:14]=2)[CH:6]=[CH:7][CH:8]=1.OP(O)(O)=O>O>[CH3:1][O:2][C:3]1[CH:4]=[C:5]2[C:6]([C:12]([C:13]3[CH:18]=[CH:17][CH:16]=[CH:15][CH:14]=3)=[CH:11][C:10](=[O:20])[NH:9]2)=[CH:7][CH:8]=1.[CH3:1][O:2][C:3]1[CH:8]=[CH:7][CH:6]=[C:5]2[C:4]=1[C:12]([C:13]1[CH:18]=[CH:17][CH:16]=[CH:15][CH:14]=1)=[CH:11][C:10](=[O:20])[NH:9]2. Reported procedure: A mixture of N-(3-methoxyphenyl)benzoylacetamide (5.8 g), o-phosphoric acid (30 mL of 85% acid in H2O) and H2O (30 mL) was heated at 100°-110° C. for 6 hr. After cooling to r.t., H2O (50 mL) was added and the precipitate that formed was collected by filtration. The title compound was thus obtained as a mixture with the regioisomeric product, 5-methoxy-4-phenyl-2-quinolinone, and used as such.